This data is from the Open Reaction Database (ORD), a public repository of structured organic reaction records. The task is: describe an organic reaction: reactants, conditions, products, and yield The reactants are ClCCl, CCN(C(C)C)C(C)C, NC1CCN(CCn2c(=O)cnc3ccc(F)cc32)CC1, O=S(=O)(Cl)c1ccc2c(c1)OCCO2. Product: Cl, O=c1cnc2ccc(F)cc2n1CCN1CCC(NS(=O)(=O)c2ccc3c(c2)OCCO3)CC1. RXN SMILES: [CH2:45]([Cl:46])[Cl:47].[CH:22]([N:23]([CH:24]([CH3:25])[CH3:26])[CH2:27][CH3:28])([CH3:29])[CH3:30].[NH2:1][CH:2]1[CH2:3][CH2:4][N:5]([CH2:8][CH2:9][n:10]2[c:11](=[O:21])[cH:12][n:13][c:14]3[cH:15][cH:16][c:17]([F:20])[cH:18][c:19]23)[CH2:6][CH2:7]1.[O:31]1[CH2:32][CH2:33][O:34][c:35]2[c:36]1[cH:37][cH:38][c:39]([S:41](=[O:42])(=[O:43])[Cl:44])[cH:40]2>>[ClH:44].[NH:1]([CH:2]1[CH2:3][CH2:4][N:5]([CH2:8][CH2:9][n:10]2[c:11](=[O:21])[cH:12][n:13][c:14]3[cH:15][cH:16][c:17]([F:20])[cH:18][c:19]23)[CH2:6][CH2:7]1)[S:41]([c:39]1[cH:38][cH:37][c:36]2[c:35]([cH:40]1)[O:34][CH2:33][CH2:32][O:31]2)(=[O:42])=[O:43]. Starting materials: C(C)(C)(C)OC([C@H]1N(CCC1)C(CCSC(C)=O)=O)=O (1-(3-Acetylthiopropanoyl)-L-proline-t-butyl ester). Solvent: C1(=CC=CC=C1)OC (anisole), FC(C(=O)O)(F)F (trifluoroacetic acid). Reaction conditions: time 1 hour. The product is C(C)(=O)SCCC(=O)N1[C@H](C(=O)O)CCC1 (1-(3-Acetylthiopropanoyl)-L-Proline). Reaction SMILES: C([O:5][C:6](=[O:20])[C@@H:7]1[CH2:11][CH2:10][CH2:9][N:8]1[C:12](=[O:19])[CH2:13][CH2:14][S:15][C:16](=[O:18])[CH3:17])(C)(C)C>C1(OC)C=CC=CC=1.FC(F)(F)C(O)=O>[C:16]([S:15][CH2:14][CH2:13][C:12]([N:8]1[CH2:9][CH2:10][CH2:11][C@H:7]1[C:6]([OH:20])=[O:5])=[O:19])(=[O:18])[CH3:17]. Procedure details: 1-(3-Acetylthiopropanoyl)-L-proline-t-butyl ester (4.7 g.) is dissolved in a mixture of anisole (34 ml.) and trifluoroacetic acid (68 ml.) and the mixture is kept at room temperature for one hour. The solvents are removed in vacuo and the residue is precipitated from ether-hexane several times. The residue (3.5 g.) is dissolved in acetonitrile (25 ml.) and dicyclohexylamine (2.8 ml.) is added. The crystalline salt is filtered and recrystallized from isopropanol. Yield 3.8 g.. m.p. 176°-177°. The... The reactants are O=C(Cl)C(=O)Cl, O=C(O)CNC(=O)OCC(Cl)(Cl)Cl, ClCCl, CN(C)C=O. Yields the product O=C(Cl)CNC(=O)OCC(Cl)(Cl)Cl. Reaction SMILES: [Cl:14][C:15]([C:16]([Cl:17])=[O:18])=[O:19].[Cl:1][C:2]([CH2:3][O:4][C:5](=[O:6])[NH:7][CH2:8][C:9](=[O:10])[OH:11])([Cl:12])[Cl:13].[Cl:25][CH2:26][Cl:27].[O:20]=[CH:21][N:22]([CH3:23])[CH3:24]>>[Cl:1][C:2]([CH2:3][O:4][C:5](=[O:6])[NH:7][CH2:8][C:9](=[O:10])[Cl:14])([Cl:12])[Cl:13]. Starting materials: CCN(C(C)C)C(C)C, Cl, NCc1ccc(C(=O)Nc2ccc(Cl)c(-c3ccccn3)c2)c(Cl)c1, Cc1cc(C)n(C2=NCCN2)n1, CN(C)C=O. The product is O=C(Nc1ccc(Cl)c(-c2ccccn2)c1)c1ccc(CNC2=NCCN2)cc1Cl. As a reaction SMILES: [CH:39]([N:40]([CH2:41][CH3:42])[CH:43]([CH3:44])[CH3:45])([CH3:46])[CH3:47].[ClH:1].[NH2:2][CH2:3][c:4]1[cH:5][c:6]([Cl:26])[c:7]([C:8](=[O:9])[NH:10][c:11]2[cH:12][c:13](-[c:18]3[n:19][cH:20][cH:21][cH:22][cH:23]3)[c:14]([Cl:17])[cH:15][cH:16]2)[cH:24][cH:25]1.[NH:27]1[C:28]([n:32]2[c:33]([CH3:34])[cH:35][c:36]([CH3:37])[n:38]2)=[N:29][CH2:30][CH2:31]1.[O:48]=[CH:49][N:50]([CH3:51])[CH3:52]>>[NH:2]([CH2:3][c:4]1[cH:5][c:6]([Cl:26])[c:7]([C:8](=[O:9])[NH:10][c:11]2[cH:12][c:13](-[c:18]3[n:19][cH:20][cH:21][cH:22][cH:23]3)[c:14]([Cl:17])[cH:15][cH:16]2)[cH:24][cH:25]1)[C:28]1=[N:27][CH2:31][CH2:30][NH:29]1.